The task is: describe an organic reaction: reactants, conditions, products, and yield. This data is from the Open Reaction Database (ORD), a public repository of structured organic reaction records. Reactants: FC1=C(CN2N=C(C=3C2=NC=NC3)C#N)C=CC=C1 (1-(2-fluorobenzyl)-1H-pyrazolo[3,4-d]pyrimidine-3-carbonitrile), C(C)(=O)O (acetic acid), [Cl-].[NH4+] (ammonium chloride), C[O-].[Na+] (sodium methoxide). The solvent is CO (methanol). Conditions: time 1 hour. Yields the product C(C)(=O)O.FC1=C(CN2N=C(C=3C2=NC=NC3)C(N)=N)C=CC=C1 (1-(2-Fluorobenzyl)-1H-pyrazolo[3,4-d]pyrimidine-3-carboximidamide acetate). RXN SMILES: [F:1][C:2]1[CH:19]=[CH:18][CH:17]=[CH:16][C:3]=1[CH2:4][N:5]1[C:9]2=[N:10][CH:11]=[N:12][CH:13]=[C:8]2[C:7]([C:14]#[N:15])=[N:6]1.C[O-].[Na+].[C:23]([OH:26])(=[O:25])[CH3:24].[Cl-].[NH4+:28]>CO>[C:23]([OH:26])(=[O:25])[CH3:24].[F:1][C:2]1[CH:19]=[CH:18][CH:17]=[CH:16][C:3]=1[CH2:4][N:5]1[C:9]2=[N:10][CH:11]=[N:12][CH:13]=[C:8]2[C:7]([C:14](=[NH:28])[NH2:15])=[N:6]1 |f:1.2,4.5,7.8|. Procedure: Under an argon atmosphere, 685 mg (purity 84%, approx. 2.273 mmol) of 1-(2-fluorobenzyl)-1H-pyrazolo[3,4-d]pyrimidine-3-carbonitrile were dissolved in 8 ml of absolute methanol. 127 mg (2.273 mmol) of sodium methoxide were added and the mixture was stirred at RT for 1 h. 532 mg (8.864 mmol) of acetic acid and 299 mg (2.273 mmol) of ammonium chloride were added and the mixture was boiled under reflux for 45 min. The reaction mixture was concentrated, the residue was stirred with 20 ml of 1N sodiu... Starting materials: CCOC(=O)CC1CCC(=O)C=C1c1ccccc1, O, O, OCCO, Cc1ccc(S(=O)(=O)O)cc1, c1ccccc1. Product: CCOC(=O)CC1=C(c2ccccc2)CC(=O)CC1. RXN SMILES: [O:1]=[C:2]1[CH:3]=[C:4]([c:14]2[cH:15][cH:16][cH:17][cH:18][cH:19]2)[CH:5]([CH2:8][C:9](=[O:10])[O:11][CH2:12][CH3:13])[CH2:6][CH2:7]1.[OH2:20].[OH2:36].[OH:32][CH2:33][CH2:34][OH:35].[c:21]1([CH3:22])[cH:23][cH:24][c:25]([S:26]([OH:27])(=[O:28])=[O:29])[cH:30][cH:31]1.[cH:37]1[cH:38][cH:39][cH:40][cH:41][cH:42]1>>[O:1]=[C:2]1[CH2:3][C:4]([c:14]2[cH:15][cH:16][cH:17][cH:18][cH:19]2)=[C:5]([CH2:8][C:9](=[O:10])[O:11][CH2:12][CH3:13])[CH2:6][CH2:7]1.